This data is from the Open Reaction Database (ORD), a public repository of structured organic reaction records. The task is: describe an organic reaction: reactants, conditions, products, and yield Starting materials: ClCC(CCC=1C=NC=CC1)O ((±)-α-(chloromethyl)-3-pyridinepropanol), [OH-].[Na+] (sodium hydroxide), COC=1C=C(C=CC1)C1=CC=C(C=C1)O (3'-methoxybiphenyl-4-ol), C(C)O (ethanol). Solvent: CCCCCC (hexane). Yields the product COC=1C=C(C=CC1)C1=CC=C(C=C1)OCC(CCC=1C=NC=CC1)O ((±)-1-(3'-Methoxybiphenyl-4-yloxy)-4-(3-pyridyl)-2-butanol). Reaction SMILES: Cl[CH2:2][CH:3]([OH:12])[CH2:4][CH2:5][C:6]1[CH:7]=[N:8][CH:9]=[CH:10][CH:11]=1.[CH3:13][O:14][C:15]1[CH:16]=[C:17]([C:21]2[CH:26]=[CH:25][C:24]([OH:27])=[CH:23][CH:22]=2)[CH:18]=[CH:19][CH:20]=1.C(O)C.[OH-].[Na+]>CCCCCC>[CH3:13][O:14][C:15]1[CH:16]=[C:17]([C:21]2[CH:26]=[CH:25][C:24]([O:27][CH2:2][CH:3]([OH:12])[CH2:4][CH2:5][C:6]3[CH:7]=[N:8][CH:9]=[CH:10][CH:11]=3)=[CH:23][CH:22]=2)[CH:18]=[CH:19][CH:20]=1 |f:3.4|. Procedure details: Prepared according to the method described in Example 24b) from (±)-α-(chloromethyl)-3-pyridinepropanol (1.90 g), 3'-methoxybiphenyl-4-ol (2.05 g), ethanol (40 ml) and aqueous sodium hydroxide (2.1 M, 5 ml). After the reaction was complete it was concentrated under reduced pressure and the residue partitioned between ethyl acetate and water. The combined organic extracts were dried over anhydrous magnesium sulfate, filtered and concentrated under reduced pressure. The residue was twice purified ... Yields the product C(=O)NC=1SC=C(N1)C(C(=O)NC1[C@@H]2N(C(=CCS2)C(=O)OCC2=CC=C(C=C2)[N+](=O)[O-])C1=O)=NC1CCCCC1 (4-nitrobenzyl 7-[2-(2-formamidothiazol-4-yl)-2-cyclohexyliminoacetamido]-3-cephem-4-carboxylate). Run in O (water), CC(=O)C (acetone), O1CCCC1 (tetrahydrofuran). The yield is 180.3%. Reported procedure: 2-(2-Formamidothiazol-4-yl)-2-cyclohexyloxyiminoacetic acid (syn isomer, 0.9 g.), N,N-dimethylformamide (266 mg.), phosphoryl chloride (557 mg.), tetrahydrofuran (20 ml.), 4-nitrobenzyl 7-amino-3-cephem-4-carboxylate (1.05 g.), acetone (3 ml.) and water (3 ml.) were treated in a similar manner to that of Example 15-(1) to give 4-nitrobenzyl 7-[2-(2-formamidothiazol-4-yl)-2-cyclohexyliminoacetamido]-3-cephem-4-carboxylate (syn isomer, 1.69 g.). The reactants are C(=O)NC=1SC=C(N1)C(C(=O)O)=NOC1CCCCC1 (2-(2-Formamidothiazol-4-yl)-2-cyclohexyloxyiminoacetic acid), CN(C=O)C (N,N-dimethylformamide), P(=O)(Cl)(Cl)Cl (phosphoryl chloride), NC1[C@@H]2N(C(=CCS2)C(=O)OCC2=CC=C(C=C2)[N+](=O)[O-])C1=O (4-nitrobenzyl 7-amino-3-cephem-4-carboxylate). RXN SMILES: [CH:1]([NH:3][C:4]1[S:5][CH:6]=[C:7]([C:9](=[N:13]OC2CCCCC2)[C:10]([OH:12])=O)[N:8]=1)=[O:2].CN(C)C=O.P(Cl)(Cl)(Cl)=O.[NH2:31][CH:32]1[C:52](=[O:53])[N:34]2[C:35]([C:39]([O:41][CH2:42][C:43]3[CH:48]=[CH:47][C:46]([N+:49]([O-:51])=[O:50])=[CH:45][CH:44]=3)=[O:40])=[CH:36][CH2:37][S:38][C@H:33]12>O.CC(C)=O.O1CCCC1>[CH:1]([NH:3][C:4]1[S:5][CH:6]=[C:7]([C:9](=[N:13][CH:43]2[CH2:48][CH2:47][CH2:46][CH2:45][CH2:44]2)[C:10]([NH:31][CH:32]2[C:52](=[O:53])[N:34]3[C:35]([C:39]([O:41][CH2:42][C:43]4[CH:44]=[CH:45][C:46]([N+:49]([O-:51])=[O:50])=[CH:47][CH:48]=4)=[O:40])=[CH:36][CH2:37][S:38][C@H:33]23)=[O:12])[N:8]=1)=[O:2]. Reactants: C(C)(=O)C1=C(C(=C(OCCCSC2=NC=C(C=C2)C(=O)O)C=C1)CCC)O (2-(3-(4-Acetyl-3-hydroxy-2-propylphenoxy)propylthio)-5-carboxypyridine), [N+](=[N-])=C (Diazomethane). The solvent is CO (CH3OH), CCOCC (ether). Run at temperature 0 celsius. The product is C(C)(=O)C1=C(C(=C(OCCCSC2=NC=C(C=C2)C(=O)OC)C=C1)CCC)O (Methyl 2-(3-(4-acetyl-3-hydroxy-2-propylphenoxy)propylthio)pyridine-5-carboxylate). Reaction SMILES: [C:1]([C:4]1[CH:23]=[CH:22][C:7]([O:8][CH2:9][CH2:10][CH2:11][S:12][C:13]2[CH:18]=[CH:17][C:16]([C:19]([OH:21])=[O:20])=[CH:15][N:14]=2)=[C:6]([CH2:24][CH2:25][CH3:26])[C:5]=1[OH:27])(=[O:3])[CH3:2].[N+](=[CH2:30])=[N-]>CO.CCOCC>[C:1]([C:4]1[CH:23]=[CH:22][C:7]([O:8][CH2:9][CH2:10][CH2:11][S:12][C:13]2[CH:18]=[CH:17][C:16]([C:19]([O:21][CH3:30])=[O:20])=[CH:15][N:14]=2)=[C:6]([CH2:24][CH2:25][CH3:26])[C:5]=1[OH:27])(=[O:3])[CH3:2]. Reported procedure: The compound of Example 1 (500 mg, 1.284 mmoles) was dissolved in mixture of CH3OH (10 ml) and ether (10 ml) cooled to 0° C. Diazomethane was added until a slight yellow color persisted. The reaction mixture was concentrated to afford the title compound, m.p. 66°-68°.